From a dataset of the Open Reaction Database (ORD), a public repository of structured organic reaction records. describe an organic reaction: reactants, conditions, products, and yield The reactants are C1(=CC=C(C=C1)S(=O)(=O)Cl)C (p-toluenesulfonyl chloride), C(C1=C(C(=CC(=C1)C)C(C)(C)C)O)C1=C(C(=CC(=C1)C)C(C)(C)C)O (2,2'-methylenebis(6-tert-butyl-4-methylphenol)), C(C=CC1=CC=CC=C1)(=O)O (cinnamic acid), N1=CC=CC=C1 (pyridine). The solvent is C1(=CC=CC=C1)C (toluene), C1(=CC=CC=C1)C (toluene). Yields the product C(C=CC1=CC=CC=C1)(=O)OC1=C(C=C(C=C1C(C)(C)C)C)CC1=C(C(=CC(=C1)C)C(C)(C)C)O (2,2'-methylenebis(6-tert-butyl-4-methylphenol) monocinnamoate). The yield is 86.0%. Reaction SMILES: [CH2:1]([C:14]1[CH:19]=[C:18]([CH3:20])[CH:17]=[C:16]([C:21]([CH3:24])([CH3:23])[CH3:22])[C:15]=1[OH:25])[C:2]1[CH:7]=[C:6]([CH3:8])[CH:5]=[C:4]([C:9]([CH3:12])([CH3:11])[CH3:10])[C:3]=1[OH:13].[C:26](O)(=[O:35])[CH:27]=[CH:28][C:29]1[CH:34]=[CH:33][CH:32]=[CH:31][CH:30]=1.N1C=CC=CC=1.C1(C)C=CC(S(Cl)(=O)=O)=CC=1>C1(C)C=CC=CC=1>[C:26]([O:25][C:15]1[C:16]([C:21]([CH3:24])([CH3:23])[CH3:22])=[CH:17][C:18]([CH3:20])=[CH:19][C:14]=1[CH2:1][C:2]1[CH:7]=[C:6]([CH3:8])[CH:5]=[C:4]([C:9]([CH3:12])([CH3:11])[CH3:10])[C:3]=1[OH:13])(=[O:35])[CH:27]=[CH:28][C:29]1[CH:34]=[CH:33][CH:32]=[CH:31][CH:30]=1. Procedure: To the same flask as used in Example 6 were added 340.51 g (1.0 mole) of 2,2'-methylenebis(6-tert-butyl-4-methylphenol), 151.18 g (1.0 mole) of cinnamic acid, 500 g of toluene and 118.65 g (1.5 moles) of pyridine. After replacing the air in the container with nitrogen, 286.43 g (1.5 moles) of p-toluenesulfonyl chloride was added little by little with stirring. After completion of the addition, temperature maintenance and after-treatment were carried out in the same manner as in Example 6, and th... The reactants are Cc1noc(C)c1-c1ccc2c(O)c(C(=O)[O-])cnc2c1, CCCCCC, c1ccc(Oc2ccccc2)cc1. The product is Cc1noc(C)c1-c1ccc2c(O)ccnc2c1. RXN SMILES: [CH3:1][c:2]1[n:3][o:4][c:5]([CH3:21])[c:6]1-[c:7]1[cH:8][cH:9][c:10]2[c:11]([OH:20])[c:12]([C:17]([O-:18])=[O:19])[cH:13][n:14][c:15]2[cH:16]1.[CH3:35][CH2:36][CH2:37][CH2:38][CH2:39][CH3:40].[O:22]([c:23]1[cH:24][cH:25][cH:26][cH:27][cH:28]1)[c:29]1[cH:30][cH:31][cH:32][cH:33][cH:34]1>>[CH3:1][c:2]1[n:3][o:4][c:5]([CH3:21])[c:6]1-[c:7]1[cH:8][cH:9][c:10]2[c:11]([OH:20])[cH:12][cH:13][n:14][c:15]2[cH:16]1. The reactants are FC(C(=O)N(CC(=O)OCC)CP(=S)(NC(C)C)NC(C)C)(F)F (N-trifluoroacetyl-N-[bis(isopropylamino)phosphinothioylmethyl]glycine, ethyl ester), sodium tetrahydrido boron. Solvent: C(C)O (ethanol). Product: C(C)(C)NP(=S)(NC(C)C)CNCC(=O)OCC (N-[bis(isopropylamino)phosphinothioylmethyl]glycine, ethyl ester). As a reaction SMILES: FC(F)(F)C([N:5]([CH2:12][P:13]([NH:19][CH:20]([CH3:22])[CH3:21])([NH:15][CH:16]([CH3:18])[CH3:17])=[S:14])[CH2:6][C:7]([O:9][CH2:10][CH3:11])=[O:8])=O>C(O)C>[CH:20]([NH:19][P:13]([CH2:12][NH:5][CH2:6][C:7]([O:9][CH2:10][CH3:11])=[O:8])([NH:15][CH:16]([CH3:18])[CH3:17])=[S:14])([CH3:21])[CH3:22]. Reported procedure: N-trifluoroacetyl-N-[bis(isopropylamino)phosphinothioylmethyl]glycine, ethyl ester (2 g, 5.1 mm), was dissolved in ethanol. The solution was stirred and sodium tetrahydrido boron (194 mg, 5.1 mm) was added portionwise over a ten minute period. The solution was stirred for an additional 30 minutes. The solvent was removed by evaporation under vacuum and the residue was washed with water. The water was saturated with sodium chloride and the aqueous layer and insoluble residue were simultaneously e... The reactants are C(C1=CC=CC=C1)OC1=CC=C(C=C1)CC(=O)N(C)OC (2-(4-benzyloxy-phenyl)-N-methoxy-N-methyl-acetamide), C(CC)[Mg]Br (n-propyl magnesium bromide). The solvent is C1CCOC1 (THF). Conditions: time 30 minute. Product: C(C1=CC=CC=C1)OC1=CC=C(C=C1)CC(CCC)=O (1-(4-benzyloxy-phenyl)-pentan-2-one). RXN SMILES: [CH2:1]([O:8][C:9]1[CH:14]=[CH:13][C:12]([CH2:15][C:16](N(OC)C)=[O:17])=[CH:11][CH:10]=1)[C:2]1[CH:7]=[CH:6][CH:5]=[CH:4][CH:3]=1.[CH2:22]([Mg]Br)[CH2:23][CH3:24]>C1COCC1>[CH2:1]([O:8][C:9]1[CH:10]=[CH:11][C:12]([CH2:15][C:16](=[O:17])[CH2:22][CH2:23][CH3:24])=[CH:13][CH:14]=1)[C:2]1[CH:3]=[CH:4][CH:5]=[CH:6][CH:7]=1. Reported procedure: To a stirred solution of 2-(4-benzyloxy-phenyl)-N-methoxy-N-methyl-acetamide (10.51 mmol, 3.0 g) in anhydrous THF at 0° C. was added n-propyl magnesium bromide (2.0 M solution in THF, 20 mL) drop-wise over 30 min. After completion of addition, the reaction mixture was warmed to room temperature and stirred for 30 min. The reaction mixture was cooled to 0° C. and quenched by adding saturated aqueous NH4Cl drop-wise followed by addition of ethyl acetate. The organic layer was separated, dried, fil... The reactants are C(C1=CC=CC=C1)N1CC(CC1)C(C1=CC=CC=C1)=O (1-benzyl-3-benzoylpyrrolidine), C(#N)C1N(CCC1)CCCOC1=CC=CC=C1 (2-cyano-1-(3-phenoxypropyl)pyrrolidine), FC1=CC=C(C=C1)[Mg]Br (4-fluorophenylmagnesium bromide). Yields the product FC1=CC=C(C(=O)C2N(CCC2)CCCOC2=CC=CC=C2)C=C1 (2-(4-Fluorobenzoyl)-1-(3-phenoxypropyl)pyrrolidine). Reaction SMILES: C(N1[CH2:12][CH2:11][CH:10]([C:13](=[O:20])[C:14]2[CH:19]=[CH:18][CH:17]=[CH:16][CH:15]=2)C1)C1C=CC=CC=1.C([CH:23]1CCC[N:24]1[CH2:28][CH2:29][CH2:30][O:31][C:32]1[CH:37]=[CH:36][CH:35]=[CH:34][CH:33]=1)#N.[F:38]C1C=CC([Mg]Br)=CC=1>>[F:38][C:17]1[CH:16]=[CH:15][C:14]([C:13]([CH:10]2[CH2:11][CH2:12][CH2:23][N:24]2[CH2:28][CH2:29][CH2:30][O:31][C:32]2[CH:37]=[CH:36][CH:35]=[CH:34][CH:33]=2)=[O:20])=[CH:19][CH:18]=1. Procedure details: Following the procedure for the preparation of 1-benzyl-3-benzoylpyrrolidine (U.S. Pat. No. 3,479,370) the title compound is prepared from 2-cyano-1-(3-phenoxypropyl)pyrrolidine and 4-fluorophenylmagnesium bromide. Reactants: COc1ccc(C(C#N)=Cc2cccc([N+](=O)[O-])c2)cc1OC, CC(=O)O, [Zn]. Product: COc1ccc(C(C#N)=Cc2cccc(N)c2)cc1OC. Reaction SMILES: [CH3:1][O:2][c:3]1[cH:4][c:5]([C:11]([C:12]#[N:13])=[CH:14][c:15]2[cH:16][c:17]([N+:21]([O-:22])=[O:23])[cH:18][cH:19][cH:20]2)[cH:6][cH:7][c:8]1[O:9][CH3:10].[CH3:24][C:25](=[O:26])[OH:27].[Zn:28]>>[CH3:1][O:2][c:3]1[cH:4][c:5]([C:11]([C:12]#[N:13])=[CH:14][c:15]2[cH:16][c:17]([NH2:21])[cH:18][cH:19][cH:20]2)[cH:6][cH:7][c:8]1[O:9][CH3:10]. Reactants: N1C=NC=C1 (Imidazole), [Si](C)(C)(C(C)(C)C)Cl (tert-butyldimethylsilyl chloride), O[C@@H](CC)[C@@H]1C(N([C@@H]1C#C)[C@H](C)C1=CC=CC=C1)=O ((3R,4S)-3-[(S)-1-hydroxypropyl]-1-[(R)-1-phenylethyl]-4-ethynyl-2-azetidinone). Solvent: CN(C=O)C (N,N-dimethylformamide), C(C)(=O)OCC (ethyl acetate). Run at time 8 hour. Product: [Si](C)(C)(C(C)(C)C)O[C@@H](CC)[C@@H]1C(N([C@@H]1C#C)[C@H](C)C1=CC=CC=C1)=O ((3R,4S)-3-[(S)-1-(tert-butyldimethylsilyloxy)propyl]-1-[(R)-1-phenylethyl]-4-ethynyl-2-azetidinone). Isolated yield 92.7%. Reaction SMILES: N1C=CN=C1.[Si:6](Cl)([C:9]([CH3:12])([CH3:11])[CH3:10])([CH3:8])[CH3:7].[OH:14][C@H:15]([C@H:18]1[C@@H:21]([C:22]#[CH:23])[N:20]([C@@H:24]([C:26]2[CH:31]=[CH:30][CH:29]=[CH:28][CH:27]=2)[CH3:25])[C:19]1=[O:32])[CH2:16][CH3:17]>CN(C)C=O.C(OCC)(=O)C>[Si:6]([O:14][C@H:15]([C@H:18]1[C@@H:21]([C:22]#[CH:23])[N:20]([C@@H:24]([C:26]2[CH:27]=[CH:28][CH:29]=[CH:30][CH:31]=2)[CH3:25])[C:19]1=[O:32])[CH2:16][CH3:17])([C:9]([CH3:12])([CH3:11])[CH3:10])([CH3:8])[CH3:7]. Procedure details: Imidazole (554 mg, 8.14 mmol) and tert-butyldimethylsilyl chloride (1.13 g, 7.52 mmol) were added to a solution of the compound (1.61 g, 6.26 mmol) prepared in Example 3 in N,N-dimethylformamide (7 ml) at room temperature in an argon atmosphere. After stirring overnight at this temperature, the mixture was diluted with ethyl acetate. The organic layer was washed with saturated aqueous solution of potassium hydrogensulfate and saturated brine in this order, and dried over anhydrous sodium sulfate...